From a dataset of the Open Reaction Database (ORD), a public repository of structured organic reaction records. describe an organic reaction: reactants, conditions, products, and yield Starting materials: O=S1(CCN(CC1)CCCOC=1C=CC=2C=3N(C(=NC2C1OC)N)CCN3)=O (8-[3-(1,1-dioxidothiomorpholin-4-yl)propoxy]-7-methoxy-2,3-dihydroimidazo[1,2-c]quinazolin-5-amine), NC1=NC=C(C(=O)O)C=C1 (6-aminonicotinic acid). Product: NC1=NC=C(C(=O)NC2=NC=3C(=C(C=CC3C=3N2CCN3)OCCCN3CCS(CC3)(=O)=O)OC)C=C1 (6-amino-N-{8-[3-(1,1-dioxidothiomorpholin-4-yl)propoxy]-7-methoxy-2,3-dihydroimidazo[1,2-c]quinazolin-5-yl}nicotinamide). As a reaction SMILES: [O:1]=[S:2]1(=[O:28])[CH2:7][CH2:6][N:5]([CH2:8][CH2:9][CH2:10][O:11][C:12]2[CH:13]=[CH:14][C:15]3[C:16]4[N:17]([CH2:25][CH2:26][N:27]=4)[C:18]([NH2:24])=[N:19][C:20]=3[C:21]=2[O:22][CH3:23])[CH2:4][CH2:3]1.[NH2:29][C:30]1[CH:38]=[CH:37][C:33]([C:34](O)=[O:35])=[CH:32][N:31]=1>>[NH2:29][C:30]1[CH:38]=[CH:37][C:33]([C:34]([NH:24][C:18]2[N:17]3[CH2:25][CH2:26][N:27]=[C:16]3[C:15]3[CH:14]=[CH:13][C:12]([O:11][CH2:10][CH2:9][CH2:8][N:5]4[CH2:6][CH2:7][S:2](=[O:1])(=[O:28])[CH2:3][CH2:4]4)=[C:21]([O:22][CH3:23])[C:20]=3[N:19]=2)=[O:35])=[CH:32][N:31]=1. Procedure details: The procedure used for the preparation of Example 16, Step 2 was used to prepare the title compound from 8-[3-(1,1-dioxidothiomorpholin-4-yl)propoxy]-7-methoxy-2,3-dihydroimidazo[1,2-c]quinazolin-5-amine (Step 1) and 6-aminonicotinic acid. High vacuum drying gave the title compound (135 mg, 69%): HPLC MS RT=1.16 min, MH+=528.1; 1H NMR (DMSO-d6+2 drops TFA-d) δ: 2.24-2.29 (2H, m), 3.43-3.49 (2H, m), 3.60-3.62 (4H, m), 3.82 (4H, bs), 3.99 (3H, s), 4.23-4.27 (2H, m), 4.33 (2H, t), 4.48-4.54 (2H, m)...